From a dataset of the Open Reaction Database (ORD), a public repository of structured organic reaction records. describe an organic reaction: reactants, conditions, products, and yield Starting materials: CC(=O)[O-], CCO, CCC(=O)NC1CCc2cc(C=O)ccc21, Cl, [Na+], O, NO. The product is CCC(=O)NC1CCc2cc(C=NO)ccc21. Reaction SMILES: [CH3:21][C:22](=[O:23])[O-:24].[CH3:25][CH2:26][OH:27].[CH:1](=[O:2])[c:3]1[cH:4][c:5]2[c:9]([cH:10][cH:11]1)[CH:8]([NH:12][C:13]([CH2:14][CH3:15])=[O:16])[CH2:7][CH2:6]2.[ClH:17].[Na+:20].[OH2:28].[OH:18][NH2:19]>>[CH:1]([c:3]1[cH:4][c:5]2[c:9]([cH:10][cH:11]1)[CH:8]([NH:12][C:13]([CH2:14][CH3:15])=[O:16])[CH2:7][CH2:6]2)=[N:19][OH:18]. Reactants: C(=O)(O)C1=C(C(=O)NCCOC(=O)C2=C(NC(=C(C2C2=CC(=CC=C2)[N+](=O)[O-])C(=O)OCCNC(C2=C(C=CC=C2)C(=O)O)=O)C)C)C=CC=C1 (1,4-dihydro-2,6-dimethyl-4-(3-nitrophenyl) pyridine-3,5-dicarboxylic acid bis[2-(2-carboxybenzoyl)aminoethyl] ester). Run in O (water). Run at time 2 day. The product is CC=1NC(=C([C@H](C1C(=O)OCCNC(C1=C(C=CC=C1)C(=O)O)=O)C1=CC(=CC=C1)[N+](=O)[O-])C(=O)O)C ((4R)-1,4-dihydro-2,6-dimethyl-3-[2-(2-carboxybenzoyl) aminoethyl]oxycarbonyl-4-(3-nitrophenyl)pyridine-5-carboxylic acid). Yield: 41.3%. Reaction SMILES: C(C1C=CC=CC=1C(NCC[O:11][C:12]([C:14]1[CH:19]([C:20]2[CH:25]=[CH:24][CH:23]=[C:22]([N+:26]([O-:28])=[O:27])[CH:21]=2)[C:18]([C:29]([O:31][CH2:32][CH2:33][NH:34][C:35](=[O:45])[C:36]2[CH:41]=[CH:40][CH:39]=[CH:38][C:37]=2[C:42]([OH:44])=[O:43])=[O:30])=[C:17]([CH3:46])[NH:16][C:15]=1[CH3:47])=[O:13])=O)(O)=O>O>[CH3:46][C:17]1[NH:16][C:15]([CH3:47])=[C:14]([C:12]([OH:13])=[O:11])[C@@H:19]([C:20]2[CH:25]=[CH:24][CH:23]=[C:22]([N+:26]([O-:28])=[O:27])[CH:21]=2)[C:18]=1[C:29]([O:31][CH2:32][CH2:33][NH:34][C:35](=[O:45])[C:36]1[CH:41]=[CH:40][CH:39]=[CH:38][C:37]=1[C:42]([OH:44])=[O:43])=[O:30]. Reported procedure: To the culture liquor was added a solution of 100 mg of 1,4-dihydro-2,6-dimethyl-4-(3-nitrophenyl) pyridine-3,5-dicarboxylic acid bis[2-(2-carboxybenzoyl)aminoethyl] ester in 0.75 ml of deionized water, and shaked for continuous 2 days at 28° C. to obtain 30 mg of (4R)-1,4-dihydro-2,6-dimethyl-3-[2-(2-carboxybenzoyl) aminoethyl]oxycarbonyl-4-(3-nitrophenyl)pyridine-5-carboxylic acid by the same procedures as of Example 9. Reactants: Cl.NC1CCOCC1 (4-aminotetrahydropyran hydrochloride), C(C)(C)N(CC)C(C)C (diisopropylethylamine), C(C)(C)(C)C1=NN=C(O1)[C@H]1O[C@H]([C@@H]([C@@H]1O)O)N1C2=NC=NC(=C2N=C1)Cl ((2S,3S,4R,5R)-2-(5-tert-Butyl-[1,3,4]oxadiazol-2-yl)-5-(6-chloro-purin-9-yl)-tetrahydro-furan-3,4-diol). The solvent is C(C)(C)O (isopropanol). The product is C(C)(C)(C)C1=NN=C(O1)[C@H]1O[C@H]([C@@H]([C@@H]1O)O)N1C2=NC=NC(=C2N=C1)NC1CCOCC1 ((2S,3S,4R,5R)-2-(5-tert-Butyl-[1,3,4]oxadiazol-2-yl)-5-[6-(tetrahydro-pyran-4-ylamino)-purin-9-yl]-tetrahydro-furan-3,4-diol). Yield: 77.1%. RXN SMILES: [C:1]([C:5]1[O:9][C:8]([C@@H:10]2[C@@H:14]([OH:15])[C@@H:13]([OH:16])[C@H:12]([N:17]3[CH:25]=[N:24][C:23]4[C:18]3=[N:19][CH:20]=[N:21][C:22]=4Cl)[O:11]2)=[N:7][N:6]=1)([CH3:4])([CH3:3])[CH3:2].Cl.[NH2:28][CH:29]1[CH2:34][CH2:33][O:32][CH2:31][CH2:30]1.C(N(C(C)C)CC)(C)C>C(O)(C)C>[C:1]([C:5]1[O:9][C:8]([C@@H:10]2[C@@H:14]([OH:15])[C@@H:13]([OH:16])[C@H:12]([N:17]3[CH:25]=[N:24][C:23]4[C:18]3=[N:19][CH:20]=[N:21][C:22]=4[NH:28][CH:29]3[CH2:34][CH2:33][O:32][CH2:31][CH2:30]3)[O:11]2)=[N:7][N:6]=1)([CH3:4])([CH3:3])[CH3:2] |f:1.2|. Reported procedure: (2S,3S,4R,5R)-2-(5-tert-Butyl-[1,3,4]oxadiazol-2-yl)-5-(6-chloro-purin-9-yl)-tetrahydro-furan-3,4-diol (41 mg) was heated under reflux with 4-aminotetrahydropyran hydrochloride (59 mg), diisopropylethylamine (0.11 ml), and isopropanol (5 ml) for 15 h. The solvent was evaporated in vacuo and the residue purified by chromatography on silica gel, eluting with ethyl acetate:methanol 100:0-90:10, to give the title compound (37 mg). Reactants: [Si](C)(C)(C(C)(C)C)OC[C@H]1O[C@H]([C@H]2[C@@H]1OC(O2)(C)C)N2C1=NC(=NC(=C1N=C2)NCC(C2=CC=CC=C2)C2=CC=CC=C2)[Sn](CCCC)(CCCC)CCCC (9-[(3aR,4R,6R,6aR)-6-({[tert-butyl(dimethyl)silyl]oxy}methyl)-2,2-dimethyltetrahydrofuro[3,4-d][1,3]dioxol-4-yl]-N-(2,2-diphenylethyl)-2-(tributylstannyl)-9H-purin-6-amine), II (iodine), O1CCCC1 (tetrahydrofuran). Run in C(C)(=O)OCC (ethyl acetate). Run at temperature 50 celsius, time 30 minute. Product: [Si](C)(C)(C(C)(C)C)OC[C@H]1O[C@H]([C@H]2[C@@H]1OC(O2)(C)C)N2C1=NC(=NC(=C1N=C2)NCC(C2=CC=CC=C2)C2=CC=CC=C2)I (9-[(3aR,4R,6R,6aR)-6-({[tert-Butyl(dimethyl)silyl]oxy}methyl)-2,2-dimethyltetrahydrofuro[3,4-d][1,3]dioxol-4-yl]-N-(2,2-diphenylethyl)-2-iodo-9H-purin-6-amine). Yield: 128.8%. RXN SMILES: [Si:1]([O:8][CH2:9][C@@H:10]1[C@H:14]2[O:15][C:16]([CH3:19])([CH3:18])[O:17][C@H:13]2[C@H:12]([N:20]2[CH:28]=[N:27][C:26]3[C:21]2=[N:22][C:23]([Sn](CCCC)(CCCC)CCCC)=[N:24][C:25]=3[NH:29][CH2:30][CH:31]([C:38]2[CH:43]=[CH:42][CH:41]=[CH:40][CH:39]=2)[C:32]2[CH:37]=[CH:36][CH:35]=[CH:34][CH:33]=2)[O:11]1)([C:4]([CH3:7])([CH3:6])[CH3:5])([CH3:3])[CH3:2].[I:57]I.O1CCCC1>C(OCC)(=O)C>[Si:1]([O:8][CH2:9][C@@H:10]1[C@H:14]2[O:15][C:16]([CH3:19])([CH3:18])[O:17][C@H:13]2[C@H:12]([N:20]2[CH:28]=[N:27][C:26]3[C:21]2=[N:22][C:23]([I:57])=[N:24][C:25]=3[NH:29][CH2:30][CH:31]([C:38]2[CH:43]=[CH:42][CH:41]=[CH:40][CH:39]=2)[C:32]2[CH:37]=[CH:36][CH:35]=[CH:34][CH:33]=2)[O:11]1)([C:4]([CH3:7])([CH3:6])[CH3:5])([CH3:3])[CH3:2]. Procedure: A mixture of 9-[(3aR,4R,6R,6aR)-6-({[tert-butyl(dimethyl)silyl]oxy}methyl)-2,2-dimethyltetrahydrofuro[3,4-d][1,3]dioxol-4-yl]-N-(2,2-diphenylethyl)-2-(tributylstannyl)-9H-purin-6-amine (1.0 g, 1.12 mmol) (Preparation 4), iodine (0.43 g, 1.68 mmol) and tetrahydrofuran (30 ml) was stirred at 50° C. for 30 minutes. The mixture was cooled, dissolved in ethyl acetate and washed sequentially with saturated aqueous sodium thiosulphate solution followed by water. The organic phase was separated, dried o... Yield: 100.2%. Reaction SMILES: C[O:2][C:3]1[CH:17]=[CH:16][C:6]2[C:7]([CH:10]([NH:12][C:13](=[O:15])[CH3:14])[CH3:11])=[N:8][O:9][C:5]=2[CH:4]=1.C(Cl)Cl.B(Br)(Br)Br.C(Cl)Cl.C(OCC)(=O)C>C1(C)C=CC=CC=1>[OH:2][C:3]1[CH:17]=[CH:16][C:6]2[C:7]([CH:10]([NH:12][C:13](=[O:15])[CH3:14])[CH3:11])=[N:8][O:9][C:5]=2[CH:4]=1 |f:1.2|. The solvent is C1(=CC=CC=C1)C (toluene). Reported procedure: To a suspension of N-[1-(6-methoxy-1,2-benzisoxazol-3-yl)ethyl]acetamide (500 mg, 2.13 mmol) obtained in Reference Example 9 in toluene (10 mL) was added 1 M boron tribromide methylene chloride solution (6.40 mL, 6.40 mmol) under ice-cooling and, under a nitrogen atmosphere, the mixture was stirred at room temperature for 1 hr. Methylene chloride (5 mL) and 1 M boron tribromide methylene chloride solution (5.00 mL, 5.00 mmol) were added thereto at room temperature, and the mixture was stirred un... Yields the product OC1=CC2=C(C(=NO2)C(C)NC(C)=O)C=C1 (N-[1-(6-hydroxy-1,2-benzisoxazol-3-yl)ethyl]acetamide). Reaction conditions: time 1 hour. The reactants are COC1=CC2=C(C(=NO2)C(C)NC(C)=O)C=C1 (N-[1-(6-methoxy-1,2-benzisoxazol-3-yl)ethyl]acetamide), C(C)(=O)OCC (ethyl acetate), C(Cl)Cl.B(Br)(Br)Br (boron tribromide methylene chloride), C(Cl)Cl (Methylene chloride), C(Cl)Cl.B(Br)(Br)Br (boron tribromide methylene chloride). Reactants: CC(C)(C1CCNCC1)S(=O)(=O)c1cccc(C(F)(F)F)c1, CS(=O)(=O)c1cc(OC(F)(F)F)ccc1C(=O)O, CN(C)C=O, CS(C)=O, CCN(C(C)C)C(C)C, O, O=C(O)C(F)(F)F. Product: CC(C)(C1CCN(C(=O)c2ccc(OC(F)(F)F)cc2S(C)(=O)=O)CC1)S(=O)(=O)c1cccc(C(F)(F)F)c1. Reaction SMILES: [CH3:1][C:2]([CH3:3])([S:4](=[O:5])(=[O:6])[c:7]1[cH:8][c:9]([C:13]([F:14])([F:15])[F:16])[cH:10][cH:11][cH:12]1)[CH:17]1[CH2:18][CH2:19][NH:20][CH2:21][CH2:22]1.[CH3:23][S:24](=[O:25])(=[O:26])[c:27]1[c:28]([C:29](=[O:30])[OH:31])[cH:32][cH:33][c:34]([O:36][C:37]([F:38])([F:39])[F:40])[cH:35]1.[CH3:50][N:51]([CH3:52])[CH:53]=[O:54].[CH3:55][S:56](=[O:57])[CH3:58].[CH:41]([N:42]([CH:43]([CH3:44])[CH3:45])[CH2:46][CH3:47])([CH3:48])[CH3:49].[OH2:59].[OH:60][C:61]([C:62]([F:63])([F:64])[F:65])=[O:66]>>[CH3:1][C:2]([CH3:3])([S:4](=[O:5])(=[O:6])[c:7]1[cH:8][c:9]([C:13]([F:14])([F:15])[F:16])[cH:10][cH:11][cH:12]1)[CH:17]1[CH2:18][CH2:19][N:20]([C:29]([c:28]2[c:27]([S:24]([CH3:23])(=[O:25])=[O:26])[cH:35][c:34]([O:36][C:37]([F:38])([F:39])[F:40])[cH:33][cH:32]2)=[O:30])[CH2:21][CH2:22]1.